Task: describe an organic reaction: reactants, conditions, products, and yield. Dataset: the Open Reaction Database (ORD), a public repository of structured organic reaction records Reactants: Cl.Cl.NC1=C(C=NN1C)CN (5-amino-4-aminomethyl-1-methylpyrazole dihydrochloride), C[O-].[Na+] (sodium methoxide). Solvent: CO (methanol), CO (methanol). Conditions: time 30 minute. Yields the product NC1=C(C=NN1C)CN (5-amino-4-aminomethyl-1-methylpyrazole). Reaction SMILES: Cl.Cl.[NH2:3][C:4]1[N:8]([CH3:9])[N:7]=[CH:6][C:5]=1[CH2:10][NH2:11].C[O-].[Na+]>CO>[NH2:3][C:4]1[N:8]([CH3:9])[N:7]=[CH:6][C:5]=1[CH2:10][NH2:11] |f:0.1.2,3.4|. Reported procedure: To a solution of 5-amino-4-aminomethyl-1-methylpyrazole dihydrochloride (10 g) in methanol (100 ml) was added 28% sodium methoxide solution in methanol (19.4 ml). The mixture was filtered, and the filtrate was concentrated in vacuo. Separately, acetic anhydride (14.2 ml) was added to formic acid (11.5 ml), and the mixture was stirred at room temperature for 30 minutes. The resulting mixture was added to the oily residue obtained above (5-amino-4-aminomethyl-1-methylpyrazole), and the mixture was... The reactants are ClC1=CNC2=CC=C(C=C12)OC1=C(C(=O)NS(=O)(=O)C2=CC(=C(C=C2)NCC2CCOCC2)[N+](=O)[O-])C=CC(=C1)N1CCN(CC1)CC1=C(CC(CC1)(C)C)C1=CC=C(C=C1)Cl (2-(3-chloro-1H-indol-5-yloxy)-4-(4-((2-(4-chlorophenyl)-4,4-dimethylcyclohex-1-enyl)methyl)piperazin-1-yl)-N-(3-nitro-4-((tetrahydro-2H-pyran-4-yl)methylamino)phenylsulfonyl)benzamide), C(C)O (ethanol). Run in Cl (HCl). Yields the product ClC1=CC=C(C=C1)C1=C(CCC(C1)(C)C)CN1CCN(CC1)C1=CC(=C(C(=O)NS(=O)(=O)C2=CC(=C(C=C2)NCC2CCOCC2)[N+](=O)[O-])C=C1)OC=1C=C2CC(NC2=CC1)=O (4-(4-{[2-(4-chlorophenyl)-4,4-dimethylcyclohex-1-en-1-yl]methyl}piperazin-1-yl)-N-({3-nitro-4-[(tetrahydro-2H-pyran-4-ylmethyl)amino]phenyl}sulfonyl)-2-[(2-oxo-2,3-dihydro-1H-indol-5-yl)oxy]benzamide). Reaction SMILES: Cl[C:2]1[C:10]2[C:5](=[CH:6][CH:7]=[C:8]([O:11][C:12]3[CH:40]=[C:39]([N:41]4[CH2:46][CH2:45][N:44]([CH2:47][C:48]5[CH2:53][CH2:52][C:51]([CH3:55])([CH3:54])[CH2:50][C:49]=5[C:56]5[CH:61]=[CH:60][C:59]([Cl:62])=[CH:58][CH:57]=5)[CH2:43][CH2:42]4)[CH:38]=[CH:37][C:13]=3[C:14]([NH:16][S:17]([C:20]3[CH:25]=[CH:24][C:23]([NH:26][CH2:27][CH:28]4[CH2:33][CH2:32][O:31][CH2:30][CH2:29]4)=[C:22]([N+:34]([O-:36])=[O:35])[CH:21]=3)(=[O:19])=[O:18])=[O:15])[CH:9]=2)[NH:4][CH:3]=1.C([OH:65])C>Cl>[Cl:62][C:59]1[CH:58]=[CH:57][C:56]([C:49]2[CH2:50][C:51]([CH3:55])([CH3:54])[CH2:52][CH2:53][C:48]=2[CH2:47][N:44]2[CH2:45][CH2:46][N:41]([C:39]3[CH:38]=[CH:37][C:13]([C:14]([NH:16][S:17]([C:20]4[CH:25]=[CH:24][C:23]([NH:26][CH2:27][CH:28]5[CH2:29][CH2:30][O:31][CH2:32][CH2:33]5)=[C:22]([N+:34]([O-:36])=[O:35])[CH:21]=4)(=[O:18])=[O:19])=[O:15])=[C:12]([O:11][C:8]4[CH:9]=[C:10]5[C:5](=[CH:6][CH:7]=4)[NH:4][C:3](=[O:65])[CH2:2]5)[CH:40]=3)[CH2:42][CH2:43]2)=[CH:61][CH:60]=1. Procedure details: A solution of EXAMPLE 265E (38 mg) in ethanol (5 mL) and 1 N aqueous HCl (5 mL) was stirred at 85° C. for 7 hours. The mixture was cooled to ambient temperature and concentrated. The residue was purified on reverse-phase HPLC on a C18 column using a water-acetonitrile gradient with ammonium acetate buffer to give the title compound. 1H NMR (500 MHz, dimethylsulfoxide-d6) δ 11.30 (br s, 1H), 10.33 (s, 1H), 8.61 (t, 1H), 8.54 (d, 1H), 7.84 (dd, 1H), 7.47 (d, 1H), 7.35 (d, 2H), 7.18 (d, 1H), 7.06 (... Procedure: To prepare hexane-1,6-diol, for example, it is known to hydrogenate adipic acid or its salts directly, in aqueous solution or in an organic solvent, by a batchwise (DE-A-26 05 107; GB 1,300,889) or continuous (DE-A-23 21 101) procedure in which, alongside hexane-1,6-diol, relatively large proportions of caprolactone, ω-hydroxy-caproic acid and monoalcohols with carbon numbers from 1 to 6 are always formed. For the same purpose, it is also known to esterify adipic acid with monoalcohols, to give ... Product: C(CCCCCO)O (hexane-1,6-diol), C1(CCCCCO1)=O (caprolactone), ω-hydroxy-caproic acid. RXN SMILES: [CH2:1]([OH:8])[CH2:2][CH2:3][CH2:4][CH2:5][CH2:6][OH:7].[C:9]([OH:18])(=O)[CH2:10][CH2:11][CH2:12][CH2:13][C:14]([OH:16])=O>>[CH2:1]([OH:8])[CH2:2][CH2:3][CH2:4][CH2:5][CH2:6][OH:7].[C:14]1(=[O:16])[O:18][CH2:9][CH2:10][CH2:11][CH2:12][CH2:13]1. Reactants: C(CCCCC(=O)O)(=O)O (adipic acid), C(CCCCCO)O (hexane-1,6-diol).